From a dataset of the Open Reaction Database (ORD), a public repository of structured organic reaction records. describe an organic reaction: reactants, conditions, products, and yield The reactants are ClC1=CC=NC2=CC(=C(C=C12)C#N)OCCOC (4-chloro-6-cyano-7-(2-methoxyethoxy)quinoline), [N+](=O)([O-])C1=CC=C(C=C1)O (4-nitrophenol), N1=C(C=CC=C1C)C (2,6-lutidine). The solvent is C(C)(=O)OCC (ethyl acetate). Reaction conditions: temperature 155 celsius, time 1.5 hour. Yields the product C(#N)C=1C=C2C(=CC=NC2=CC1OCCOC)OC1=CC=C(C=C1)[N+](=O)[O-] (6-Cyano-7-(2-methoxyethoxy)-4-(4-nitrophenoxy)quinoline). Isolated yield 43.1%. RXN SMILES: Cl[C:2]1[C:11]2[C:6](=[CH:7][C:8]([O:14][CH2:15][CH2:16][O:17][CH3:18])=[C:9]([C:12]#[N:13])[CH:10]=2)[N:5]=[CH:4][CH:3]=1.[N+:19]([C:22]1[CH:27]=[CH:26][C:25]([OH:28])=[CH:24][CH:23]=1)([O-:21])=[O:20].N1C(C)=CC=CC=1C>C(OCC)(=O)C>[C:12]([C:9]1[CH:10]=[C:11]2[C:6](=[CH:7][C:8]=1[O:14][CH2:15][CH2:16][O:17][CH3:18])[N:5]=[CH:4][CH:3]=[C:2]2[O:28][C:25]1[CH:26]=[CH:27][C:22]([N+:19]([O-:21])=[O:20])=[CH:23][CH:24]=1)#[N:13]. Procedure details: A mixture of 4-chloro-6-cyano-7-(2-methoxyethoxy)quinoline (3 g), 4-nitrophenol (3.17 g) and 2,6-lutidine (2.7 ml) was heated and stirred in an oil bath at 155° C. for 1.5 hours. After completion of the reaction, ethyl acetate was added, and the precipitated solid was filtered out. The solid was washed with 1N sodium hydroxide water and then with water and dried to obtain 1.8 g of the title compound. Reaction conditions: temperature 65 celsius, time 24 hour. Reaction SMILES: C[OH:2].O.[Si]([O:11][CH2:12][CH2:13][O:14][C:15]1[C:16]([F:52])=[C:17]([CH:23]([NH:39][C:40]2[CH:45]=[CH:44][C:43]([C:46]3[N:50]=[C:49]([CH3:51])[O:48][N:47]=3)=[CH:42][CH:41]=2)[C:24]2[NH:25][C:26](=[O:38])[N:27]([C:29]3[C:34]([N+:35]([O-])=O)=[CH:33][CH:32]=[CH:31][N:30]=3)[N:28]=2)[CH:18]=[C:19]([O:21][CH3:22])[CH:20]=1)(C(C)(C)C)(C)C>[Fe].C(O)(=O)C>[C:49]([OH:2])(=[O:48])[CH3:51].[NH2:35][C:34]1[C:29]([N:27]2[C:26](=[O:38])[NH:25][C:24]([CH:23]([NH:39][C:40]3[CH:41]=[CH:42][C:43]([C:46]([NH2:50])=[NH:47])=[CH:44][CH:45]=3)[C:17]3[CH:18]=[C:19]([O:21][CH3:22])[CH:20]=[C:15]([O:14][CH2:13][CH2:12][OH:11])[C:16]=3[F:52])=[N:28]2)=[N:30][CH:31]=[CH:32][CH:33]=1 |f:5.6|. Run in C(C)(=O)O (acetic acid). Reactants: O (water), [Si](C)(C)(C(C)(C)C)OCCOC=1C(=C(C=C(C1)OC)C(C=1NC(N(N1)C1=NC=CC=C1[N+](=O)[O-])=O)NC1=CC=C(C=C1)C1=NOC(=N1)C)F (5-{{3-[2-(t-butyldimethylsilanyloxy)ethoxy]-2-fluoro-5-methoxyphenyl}-[4-(5-methyl-[1,2,4]oxadiazol-3-yl)phenylamino]methyl}-2-(3-nitropyridin-2-yl)-2,4-dihydro-[1,2,4]triazol-3-one), CO (methanol). Yields the product C(C)(=O)O.NC=1C(=NC=CC1)N1N=C(NC1=O)C(C1=C(C(=CC(=C1)OC)OCCO)F)NC1=CC=C(C(=N)N)C=C1 (4-({[1-(3-Aminopyridin-2-yl)-5-oxo-4,5-dihydro-1H-[1,2,4]triazol-3-yl]-[2-fluoro-3-(2-hydroxyethoxy)-5-methoxyphenyl]methyl}amino)benzamidine acetate). Procedure details: Iron powder (55 mg) was added to 4.5 ml of a methanol:water:acetic acid=1:1:1 mixed solvent solution containing 55 mg of 5-{{3-[2-(t-butyldimethylsilanyloxy)ethoxy]-2-fluoro-5-methoxyphenyl}-[4-(5-methyl-[1,2,4]oxadiazol-3-yl)phenylamino]methyl}-2-(3-nitropyridin-2-yl)-2,4-dihydro-[1,2,4]triazol-3-one. The mixture was stirred at 65° C. for 24 hours under a nitrogen atmosphere. The reaction mixture was filtered and then purified by reverse-phase high performance liquid chromatography (acetonitril... Reagents/catalysts: [Fe] (Iron).